From a dataset of the Open Reaction Database (ORD), a public repository of structured organic reaction records. describe an organic reaction: reactants, conditions, products, and yield Starting materials: [N+](=O)([O-])C1=CC=C(CCl)C=C1 (p-nitrobenzyl chloride), Cl.Cl.C(C)C1=C(C=CC=C1CC)N1CCNCC1 ((2,3-diethylphenyl)piperazine dihydrochloride). Solvent: C(C)N(CC)CC (triethylamine). The product is C(C)C1=C(C=CC=C1CC)N1CCN(CC1)CC1=CC=C(C=C1)[N+](=O)[O-] (1-(2,3-diethylphenyl)-4-(p-nitrobenzyl)piperazine). RXN SMILES: [N+:1]([C:4]1[CH:11]=[CH:10][C:7]([CH2:8]Cl)=[CH:6][CH:5]=1)([O-:3])=[O:2].Cl.Cl.[CH2:14]([C:16]1[C:21]([CH2:22][CH3:23])=[CH:20][CH:19]=[CH:18][C:17]=1[N:24]1[CH2:29][CH2:28][NH:27][CH2:26][CH2:25]1)[CH3:15]>C(N(CC)CC)C>[CH2:14]([C:16]1[C:21]([CH2:22][CH3:23])=[CH:20][CH:19]=[CH:18][C:17]=1[N:24]1[CH2:29][CH2:28][N:27]([CH2:8][C:7]2[CH:10]=[CH:11][C:4]([N+:1]([O-:3])=[O:2])=[CH:5][CH:6]=2)[CH2:26][CH2:25]1)[CH3:15] |f:1.2.3|. Reported procedure: In the manner given in Example 1A, p-nitrobenzyl chloride is reacted with (2,3-diethylphenyl)piperazine dihydrochloride in the presence of triethylamine to give 1-(2,3-diethylphenyl)-4-(p-nitrobenzyl)piperazine. Starting materials: CO, COCOc1cc(OCc2ccccn2)ccc1-c1[nH]c2cc(C(=O)OC)ccc2c1C1CCCCC1, Cl. The product is COC(=O)c1ccc2c(C3CCCCC3)c(-c3ccc(OCc4ccccn4)cc3O)[nH]c2c1. Reaction SMILES: [CH3:39][OH:40].[CH:1]1([c:7]2[c:8](-[c:20]3[c:21]([O:34][CH2:35][O:36][CH3:37])[cH:22][c:23]([O:26][CH2:27][c:28]4[n:29][cH:30][cH:31][cH:32][cH:33]4)[cH:24][cH:25]3)[nH:9][c:10]3[cH:11][c:12]([C:16](=[O:17])[O:18][CH3:19])[cH:13][cH:14][c:15]23)[CH2:2][CH2:3][CH2:4][CH2:5][CH2:6]1.[ClH:38]>>[CH:1]1([c:7]2[c:8](-[c:20]3[c:21]([OH:34])[cH:22][c:23]([O:26][CH2:27][c:28]4[n:29][cH:30][cH:31][cH:32][cH:33]4)[cH:24][cH:25]3)[nH:9][c:10]3[cH:11][c:12]([C:16](=[O:17])[O:18][CH3:19])[cH:13][cH:14][c:15]23)[CH2:2][CH2:3][CH2:4][CH2:5][CH2:6]1. Starting materials: ClC1=CC=C(N=N1)C(=O)OC (methyl 6-chloropyridazine-3-carboxylate), FC=1C(=NC=CC1)C1(CCC1)CN ((1-(3-fluoropyridin-2-yl)cyclobutyl)methanamine), CCN(C(C)C)C(C)C (DIPEA), CN1CCCC1=O (NMP). Solvent: O (water), C(C)(=O)OCC (ethyl acetate). Run at temperature 120 celsius. Product: FC=1C(=NC=CC1)C1(CCC1)CNC1=CC=C(N=N1)C(=O)OC (methyl 6-((1-(3-fluoropyridin-2-yl)cyclobutyl)methylamino)pyridazine-3-carboxylate). Yield: 51.5%. RXN SMILES: Cl[C:2]1[N:7]=[N:6][C:5]([C:8]([O:10][CH3:11])=[O:9])=[CH:4][CH:3]=1.[F:12][C:13]1[C:14]([C:19]2([CH2:23][NH2:24])[CH2:22][CH2:21][CH2:20]2)=[N:15][CH:16]=[CH:17][CH:18]=1.CCN(C(C)C)C(C)C.CN1C(=O)CCC1>O.C(OCC)(=O)C>[F:12][C:13]1[C:14]([C:19]2([CH2:23][NH:24][C:2]3[N:7]=[N:6][C:5]([C:8]([O:10][CH3:11])=[O:9])=[CH:4][CH:3]=3)[CH2:22][CH2:21][CH2:20]2)=[N:15][CH:16]=[CH:17][CH:18]=1. Reported procedure: To a 20 dram vial was added methyl 6-chloropyridazine-3-carboxylate (510 mg, 2.7 mmol, 1.0 equiv), (1-(3-fluoropyridin-2-yl)cyclobutyl)methanamine (738 mg, 4 mmol, 1.5 equiv), DIPEA (0.7 mL, 4 mmol, 1.5 equiv), and NMP (2 mL). The reaction was heated at 120° C. for 40 min and then diluted with water (20 mL) and ethyl acetate (50 mL). After transferring to a separatory funnel and shaking, the organic layer was separated from the aqueous layer and then washed with brine (1×20 mL). The organic laye... Starting materials: OC1CCc2ccc(Br)cc21, [H-], CI, [Na+], C1CCOC1. The product is COC1CCc2ccc(Br)cc21. RXN SMILES: [Br:1][c:2]1[cH:3][cH:4][c:5]2[c:9]([cH:10]1)[CH:8]([OH:11])[CH2:7][CH2:6]2.[H-:12].[I:14][CH3:15].[Na+:13].[O:16]1[CH2:17][CH2:18][CH2:19][CH2:20]1>>[Br:1][c:2]1[cH:3][cH:4][c:5]2[c:9]([cH:10]1)[CH:8]([O:11][CH3:15])[CH2:7][CH2:6]2. Reagents/catalysts: C=1C=CC(=CC1)/C=C/C(=O)/C=C/C2=CC=CC=C2.C=1C=CC(=CC1)/C=C/C(=O)/C=C/C2=CC=CC=C2.C=1C=CC(=CC1)/C=C/C(=O)/C=C/C2=CC=CC=C2.[Pd].[Pd] (Pd2(dba)3). Reactants: BrC1=C2C=CN=CC2=C(C=C1)F (5-bromo-8-fluoroisoquinoline), C1(CCCCC1)P(C1=C(C=CC=C1)C=1C(=CC=CC1)N(C)C)C1CCCCC1 (2′-(dicyclohexylphosphino)-N,N-dimethylbiphenyl-2-amine), solution, [Li]CCCC (nBuLi), C(C)(C)N (isopropylamine), C(C)(C)(C)OC(C)=O (t-butylacetate). RXN SMILES: C(N)(C)C.[Li]CCCC.C1(P(C2CCCCC2)C2C=CC=CC=2C2C(N(C)C)=CC=CC=2)CCCCC1.[C:38]([O:42][C:43](=[O:45])[CH3:44])([CH3:41])([CH3:40])[CH3:39].Br[C:47]1[CH:56]=[CH:55][C:54]([F:57])=[C:53]2[C:48]=1[CH:49]=[CH:50][N:51]=[CH:52]2>C1(C)C=CC=CC=1.C1C=CC(/C=C/C(/C=C/C2C=CC=CC=2)=O)=CC=1.C1C=CC(/C=C/C(/C=C/C2C=CC=CC=2)=O)=CC=1.C1C=CC(/C=C/C(/C=C/C2C=CC=CC=2)=O)=CC=1.[Pd].[Pd]>[F:57][C:54]1[CH:55]=[CH:56][C:47]([CH2:44][C:43]([O:42][C:38]([CH3:41])([CH3:40])[CH3:39])=[O:45])=[C:48]2[C:53]=1[CH:52]=[N:51][CH:50]=[CH:49]2 |f:6.7.8.9.10|. Procedure details: A 30 mL reaction vial was flame dried and charged with isopropylamine (0.67 mL, 4.8 mmol) in toluene (3 mL). The solution was chilled to 0° C. before a 1.5M solution of nBuLi (4.8 mmol, 3.2 mL) was added. Pd2(dba)3 catalyst (184 mg, 0.2 mmol) was added, followed by ligand 2′-(dicyclohexylphosphino)-N,N-dimethylbiphenyl-2-amine (160 mg, 0.4 mmol), and t-butylacetate (464 mg, 4 mmol). After 15 min, a toluene (3 mL) solution of 5-bromo-8-fluoroisoquinoline (200 mg, 0.9 mmol) was added. The reaction... Isolated yield 59.5%. Conditions: temperature 23 celsius, time 15 minute. The product is FC=1C=CC(=C2C=CN=CC12)CC(=O)OC(C)(C)C (tert-butyl 2-(8-fluoroisoquinolin-5-yl)acetate). Run in C1(=CC=CC=C1)C (toluene), C1(=CC=CC=C1)C (toluene). The reactants are C(CCC)[Li] (n-butyllithium), C(C)(C)(C)C1C(CCCC1)=O (2-t-butylcyclohexanone), crude product. The reagents and catalysts are [Br-].C[P+](C1=CC=CC=C1)(C1=CC=CC=C1)C1=CC=CC=C1 (Methyltriphenylphosphonium bromide). Run in CCOCC (ether). The product is C=C1C(CCCC1)C(C)(C)C (methylene-2-t-butylcyclohexane). Yield: 44.6%. Reaction SMILES: [CH2:1]([Li])CCC.[C:6]([CH:10]1[CH2:15][CH2:14][CH2:13][CH2:12][C:11]1=O)([CH3:9])([CH3:8])[CH3:7]>[Br-].C[P+](C1C=CC=CC=1)(C1C=CC=CC=1)C1C=CC=CC=1.CCOCC>[CH2:1]=[C:11]1[CH2:12][CH2:13][CH2:14][CH2:15][CH:10]1[C:6]([CH3:9])([CH3:8])[CH3:7] |f:2.3|. Reported procedure: Methyltriphenylphosphonium bromide (346 g, 0.97 mole) was suspended in ether (1500 ml) and treated with n-butyllithium (2.5M in ether; 388 ml, 0.97 mole), followed by 2-t-butylcyclohexanone (50 g, 0.324 mole), following the procedure described in Example 12, Part A. The reaction mixture was heated under reflux for 2 days and then worked up in the usual manner. The crude product was fractionated to provide methylene-2-t-butylcyclohexane (22 g), which was pure by GC. Reactants: C(C)(=O)N1CCN2C3=C(C4=CC=CC(=C24)C1)CCCCCC3 (3-Acetyl-1,2,3,4,8,9,10,11,12,13-decahydrocycloocta[b][1,4]diazepino[6,7,1-hi]indole), Cl (HCl). The solvent is [OH-].[Na+] (NaOH), [OH-].[Na+] (NaOH), CO (methanol). Conditions: temperature 95 celsius, time 8 hour. Yields the product hydrochloride salt, C1CNCC=2C=CC=C3C4=C(N1C23)CCCCCC4 (1,2,3,4,8,9,10,11,12,13-Decahydrocycloocta[b][1,4]diazepino[6,7,1-hi]indole). The yield is 61.2%. RXN SMILES: C([N:4]1[CH2:16][C:14]2=[C:15]3[C:10](=[CH:11][CH:12]=[CH:13]2)[C:9]2[CH2:17][CH2:18][CH2:19][CH2:20][CH2:21][CH2:22][C:8]=2[N:7]3[CH2:6][CH2:5]1)(=O)C.Cl>CO.[OH-].[Na+]>[CH2:6]1[N:7]2[C:15]3[C:10]([C:9]4[CH2:17][CH2:18][CH2:19][CH2:20][CH2:21][CH2:22][C:8]=42)=[CH:11][CH:12]=[CH:13][C:14]=3[CH2:16][NH:4][CH2:5]1 |f:3.4|. Procedure: 3-Acetyl-1,2,3,4,8,9,10,11,12,13-decahydrocycloocta[b][1,4]diazepino[6,7,1-hi]indole (1.3 g) was dissolved in methanol and diluted with 2.5N NaOH and excess solid NaOH was added. The solution was heated at 95° C. overnight. The volatiles were evaporated under reduced pressure and the residue was partitioned between water and ethyl acetate. The organic phase was separated and evaporated and the residue was purified by chromatography on silica gel eluting with 3-4% methanol in methylene chloride t...